describe an organic reaction: reactants, conditions, products, and yield From a dataset of the Open Reaction Database (ORD), a public repository of structured organic reaction records. The reactants are BrB(Br)Br, Cc1noc(C(Cc2ccc(-c3ccccc3)cc2)NC(=O)c2cc(-c3cc(C(F)(F)F)cc(C(F)(F)F)c3)ccc2OCc2ccccc2)n1. The product is Cc1noc(C(Cc2ccc(-c3ccccc3)cc2)NC(=O)c2cc(-c3cc(C(F)(F)F)cc(C(F)(F)F)c3)ccc2O)n1. As a reaction SMILES: [B:52]([Br:53])([Br:54])[Br:55].[c:1]1(-[c:46]2[cH:47][cH:48][cH:49][cH:50][cH:51]2)[cH:2][cH:3][c:4]([CH2:7][CH:8]([c:9]2[n:10][c:11]([CH3:14])[n:12][o:13]2)[NH:15][C:16](=[O:17])[c:18]2[cH:19][c:20](-[c:32]3[cH:33][c:34]([C:42]([F:43])([F:44])[F:45])[cH:35][c:36]([C:38]([F:39])([F:40])[F:41])[cH:37]3)[cH:21][cH:22][c:23]2[O:24][CH2:25][c:26]2[cH:27][cH:28][cH:29][cH:30][cH:31]2)[cH:5][cH:6]1>>[c:1]1(-[c:46]2[cH:47][cH:48][cH:49][cH:50][cH:51]2)[cH:2][cH:3][c:4]([CH2:7][CH:8]([c:9]2[n:10][c:11]([CH3:14])[n:12][o:13]2)[NH:15][C:16](=[O:17])[c:18]2[cH:19][c:20](-[c:32]3[cH:33][c:34]([C:42]([F:43])([F:44])[F:45])[cH:35][c:36]([C:38]([F:39])([F:40])[F:41])[cH:37]3)[cH:21][cH:22][c:23]2[OH:24])[cH:5][cH:6]1.